From a dataset of the Open Reaction Database (ORD), a public repository of structured organic reaction records. describe an organic reaction: reactants, conditions, products, and yield The reactants are ClC1=CC(=C(C=C1)C(C#N)CO)C (2-(4-chloro-2-methylphenyl)-3-hydroxypropanenitrile), ester, ClC1=C(C=C(C=C1)OC(F)F)C(C#N)CO (2-chloro-5-(difluoromethoxy)phenyl-3-hydroxypropanenitrile), ClC1=CC(=C(C=C1)C(C#N)CO)C (2-(4-chloro-2-methylphenyl)-3-hydroxypropanenitrile). The product is C(C)(=O)OCC(C#N)C1=C(C=C(C=C1)Cl)C (3-acetoxy-2-(4-chloro-2-methylphenyl)propanenitrile). Yield: 74.0%. Reaction SMILES: [Cl:1][C:2]1[CH:7]=[CH:6][C:5]([CH:8]([CH2:11][OH:12])[C:9]#[N:10])=[C:4]([CH3:13])[CH:3]=1.ClC1C=C[C:18]([O:21]C(F)F)=[CH:17]C=1C(CO)C#N>>[C:18]([O:12][CH2:11][CH:8]([C:5]1[CH:6]=[CH:7][C:2]([Cl:1])=[CH:3][C:4]=1[CH3:13])[C:9]#[N:10])(=[O:21])[CH3:17]. Reported procedure: This ester was prepared using the procedure described in Example 5, except 2(-2-(4-chloro-2-methylphenyl)-3-hydroxypropanenitrile was used in place of 2-(2-chloro-5-(difluoromethoxy)phenyl-3-hydroxypropanenitrile. The preparation of 2(2-(4-chloro-2-methylphenyl)-3-hydroxypropanenitrile is described in Example 11. The recovered ester product was a white solid (74% yield in two crops), m. p. 61-63° C. Starting materials: CCN=C=NCCCN(C)C, CN(C)C=O, Cl, Nc1ccc(Cl)cc1, O=C(O)c1cccc(O)c1[N+](=O)[O-], On1nnc2ccccc21. The product is O=C(Nc1ccc(Cl)cc1)c1cccc(O)c1[N+](=O)[O-]. Reaction SMILES: [CH2:23]([N:24]=[C:25]=[N:26][CH2:27][CH2:28][CH2:29][N:30]([CH3:31])[CH3:32])[CH3:33].[CH3:44][N:45]([CH3:46])[CH:47]=[O:48].[ClH:22].[NH2:14][c:15]1[cH:16][cH:17][c:18]([Cl:19])[cH:20][cH:21]1.[OH:1][c:2]1[c:3]([N+:11](=[O:12])[O-:13])[c:4]([C:5](=[O:6])[OH:7])[cH:8][cH:9][cH:10]1.[OH:34][n:35]1[c:36]2[cH:37][cH:38][cH:39][cH:40][c:41]2[n:42][n:43]1>>[OH:1][c:2]1[c:3]([N+:11](=[O:12])[O-:13])[c:4]([C:5](=[O:7])[NH:14][c:15]2[cH:16][cH:17][c:18]([Cl:19])[cH:20][cH:21]2)[cH:8][cH:9][cH:10]1. The reactants are ClC1=NC=CC(=C1)C1=CC(=NN1C1=CC(=CC=C1)C)C (2-chloro-4-[1-(3-methylphenyl)-3-methyl-1H-pyrazol-5-yl]pyridine), [Na+].CS(=O)(=O)[O-] (methanesulfonic acid sodium salt), O (water). The solvent is CN(C)C=O (DMF). Reaction conditions: temperature 140 celsius. Product: CS(=O)(=O)C1=NC=CC(=C1)C1=CC(=NN1C1=CC(=CC=C1)C)C (2-(Methylsulfonyl)-4-[1-(3-methylphenyl)-3-methyl-1H-pyrazol-5-yl]pyridine). Yield: 39.3%. As a reaction SMILES: Cl[C:2]1[CH:7]=[C:6]([C:8]2[N:12]([C:13]3[CH:18]=[CH:17][CH:16]=[C:15]([CH3:19])[CH:14]=3)[N:11]=[C:10]([CH3:20])[CH:9]=2)[CH:5]=[CH:4][N:3]=1.[Na+].[CH3:22][S:23]([O-])(=[O:25])=[O:24].O>CN(C=O)C>[CH3:22][S:23]([C:2]1[CH:7]=[C:6]([C:8]2[N:12]([C:13]3[CH:18]=[CH:17][CH:16]=[C:15]([CH3:19])[CH:14]=3)[N:11]=[C:10]([CH3:20])[CH:9]=2)[CH:5]=[CH:4][N:3]=1)(=[O:25])=[O:24] |f:1.2|. Reported procedure: A mixture of 2-chloro-4-[1-(3-methylphenyl)-3-methyl-1H-pyrazol-5-yl]pyridine (Example 45; 1.0 g, 0.0035 mol) and methanesulfonic acid sodium salt (3.24 g, 0.021 mol) in 15 mL of DMF was heated at 140° C. for 24 hours. After the mixture was cooled, water was added and the aqueous phase was extracted with ethyl acetate. The organic layer was washed with brine, dried over magnesium sulfate and filtered. The filtrate was concentrated and the crude was purified by chromatography on silica gel (ethyl... Reactants: CCCC(=O)c1cnc2c(OC)cccc2c1Cl, COc1ccccc1N, C1COCCO1. Yields the product CCCC(=O)c1cnc2c(OC)cccc2c1Nc1ccccc1OC. Reaction SMILES: [C:1]([CH2:2][CH2:3][CH3:4])(=[O:5])[c:6]1[cH:7][n:8][c:9]2[c:10]([O:17][CH3:18])[cH:11][cH:12][cH:13][c:14]2[c:15]1[Cl:16].[CH3:19][O:20][c:21]1[c:22]([NH2:27])[cH:23][cH:24][cH:25][cH:26]1.[O:28]1[CH2:29][CH2:30][O:31][CH2:32][CH2:33]1>>[C:1]([CH2:2][CH2:3][CH3:4])(=[O:5])[c:6]1[cH:7][n:8][c:9]2[c:10]([O:17][CH3:18])[cH:11][cH:12][cH:13][c:14]2[c:15]1[NH:27][c:22]1[c:21]([O:20][CH3:19])[cH:26][cH:25][cH:24][cH:23]1. Reported procedure: Chain transfer agent of structure (1) may also be obtained by reaction of a fluorine containing alcohol R2OH with an alkylating agent of structure R1—L. In one example, reaction of 1,1,1,3,3,3-hexafluoro-2-propanol with dimethyl sulfate in the presence of aqueous sodium hydroxide affords a partially fluorinated ether with the structure (CF3)2CHOCH3, as disclosed in U.S. Pat. No. 3,346,448. The reactants are S(=O)(=O)(OC)OC (dimethyl sulfate), [OH-].[Na+] (sodium hydroxide), alcohol R2OH, FC(C(C(F)(F)F)O)(F)F (1,1,1,3,3,3-hexafluoro-2-propanol). Yields the product fluorinated ether, C(C(F)(F)F)(C(F)(F)F)OC ((CF3)2CHOCH3). Reaction SMILES: [F:1][C:2]([F:10])([F:9])[CH:3]([OH:8])[C:4]([F:7])([F:6])[F:5].S(OC)(O[CH3:15])(=O)=O.[OH-].[Na+]>>[CH:3]([O:8][CH3:15])([C:4]([F:7])([F:6])[F:5])[C:2]([F:10])([F:9])[F:1] |f:2.3|. Starting materials: CCCNCCC, C[Al](C)C, Cc1ccccc1, CCOC(=O)c1n[nH]c2c(=O)[nH]c3cc(Cl)ccc3c(=O)c12. Yields the product CCCN(CCC)C(=O)c1n[nH]c2c(=O)[nH]c3cc(Cl)ccc3c(=O)c12. RXN SMILES: [CH2:5]([CH2:6][CH3:7])[NH:8][CH2:9][CH2:10][CH3:11].[CH3:1][Al:2]([CH3:3])[CH3:4].[CH3:34][c:35]1[cH:36][cH:37][cH:38][cH:39][cH:40]1.[Cl:12][c:13]1[cH:14][c:15]2[c:16]([c:17](=[O:31])[c:18]3[c:19]([c:20](=[O:22])[nH:21]2)[nH:23][n:24][c:25]3[C:26]([O:28][CH2:27][CH3:29])=[O:30])[cH:32][cH:33]1>>[CH2:5]([CH2:6][CH3:7])[N:8]([CH2:9][CH2:10][CH3:11])[C:26]([c:25]1[c:18]2[c:17](=[O:31])[c:16]3[c:15]([cH:14][c:13]([Cl:12])[cH:33][cH:32]3)[nH:21][c:20](=[O:22])[c:19]2[nH:23][n:24]1)=[O:28]. The reactants are CC(C)(C)C1=C(C(=CC(=C1)C=1OC(=NN1)S(=O)(=O)C)C(C)(C)C)O (2,6-Bis(1,1-dimethylethyl)-4-[5-(methylsulfonyl)-1,3,4-oxadiazole-2-yl]-phenol), Cl.NC(=N)N (Guanidine hydrochoride), CC(C)([O-])C.[Na+] (sodium t-butoxide), [Na] (Sodium). Run in C(C)(C)(C)O (t-butanol). Conditions: time 0.5 hour. Yields the product CC(C)(C)C=1C=C(C=C(C1O)C(C)(C)C)C1=NN=C(O1)NC(=N)N (N-[5-[3,5-bis(1,1-dimethylethyl) -4-hydroxyphenyl]-1,3,4-oxadiazole-2-yl]guanidine). The yield is 46.5%. RXN SMILES: [Na].Cl.[NH2:3][C:4]([NH2:6])=[NH:5].CC(C)([O-])C.[Na+].[CH3:13][C:14]([C:17]1[CH:22]=[C:21]([C:23]2[O:24][C:25](S(C)(=O)=O)=[N:26][N:27]=2)[CH:20]=[C:19]([C:32]([CH3:35])([CH3:34])[CH3:33])[C:18]=1[OH:36])([CH3:16])[CH3:15]>C(O)(C)(C)C>[CH3:16][C:14]([C:17]1[CH:22]=[C:21]([C:23]2[O:24][C:25]([NH:5][C:4]([NH2:6])=[NH:3])=[N:26][N:27]=2)[CH:20]=[C:19]([C:32]([CH3:33])([CH3:34])[CH3:35])[C:18]=1[OH:36])([CH3:13])[CH3:15] |f:1.2,3.4,^1:0|. Reported procedure: Sodium (0.68 g, 29.7 mmol) is dissolved in 40 ml of t-butanol under N2 atmosphere. Guanidine hydrochoride (3.31 g, 34.65 mmol) is added to the sodium t-butoxide solution and stirred at room temperature for 0.5 hour. 2,6-Bis(1,1-dimethylethyl)-4-[5-(methylsulfonyl)-1,3,4-oxadiazole-2-yl]-phenol (3.50 g, 9.93 mmol) is added and the reaction is warmed at reflux overnight. The cool reaction mixture is concentrated in vacuo and is recrystallized from methanol-water. The solid is dissolved in diethyl ... Starting materials: BrC1=C(C=CC(=C1)C)C (2-bromo-p-xylene), CCCCCC.C(CCC)[Li] (n-butyllithium hexane), Cl[Si](C)(C)C (chlorotrimethylsilane). The solvent is C(C)OCC (diethyl ether). Reaction conditions: time 5 hour. The product is C[Si](C1=C(C=CC(=C1)C)C)(C)C (2-Trimethylsilyl-p-xylene). RXN SMILES: Br[C:2]1[CH:7]=[C:6]([CH3:8])[CH:5]=[CH:4][C:3]=1[CH3:9].CCCCCC.C([Li])CCC.Cl[Si:22]([CH3:25])([CH3:24])[CH3:23]>C(OCC)C>[CH3:23][Si:22]([CH3:25])([CH3:24])[C:2]1[CH:7]=[C:6]([CH3:8])[CH:5]=[CH:4][C:3]=1[CH3:9] |f:1.2|. Reported procedure: To a stirred solution of 1.0M of 2-bromo-p-xylene in diethyl ether at 0° C. was added n-butyllithium hexane solution solwly, and the mixture was stirrd for 5 hr. To the above reaction mixture was added 1.0M of chlorotrimethylsilane as dropwise and it was stirred for 24 hr. The solvent was removed under reduced pressure, and the residne was redistilled in vacuo to afford titled compound(TSTX) in colorloss state. The structure of product was identified by infrared and nuclear magnetic resonance sp... The reactants are ice water, [Cl-].O[NH3+] (hydroxylammonium chloride), C(C)(=O)[O-].[Na+] (sodium acetate), FC(C(=O)C1=CC(=C(C=C1)OC)OC)(F)F (2,2,2-trifluoro-1-(3,4-dimethoxyphenyl)-ethanone). Solvent: C(C)O (ethanol), O (water). Product: FC(C(=NO)C1=CC(=C(C=C1)OC)OC)(F)F (2,2,2-trifluoro-1-(3,4-dimethoxyphenyl)-ethanone oxime). Yield: 95.2%. Reaction SMILES: [F:1][C:2]([F:16])([F:15])[C:3]([C:5]1[CH:10]=[CH:9][C:8]([O:11][CH3:12])=[C:7]([O:13][CH3:14])[CH:6]=1)=O.[Cl-].[OH:18][NH3+:19].C([O-])(=O)C.[Na+]>C(O)C.O>[F:1][C:2]([F:16])([F:15])[C:3]([C:5]1[CH:10]=[CH:9][C:8]([O:11][CH3:12])=[C:7]([O:13][CH3:14])[CH:6]=1)=[N:19][OH:18] |f:1.2,3.4|. Reported procedure: 2.9 g (9.7 mmol) of 2,2,2-trifluoro-1-(3,4-dimethoxyphenyl)-ethanone are dissolved in 12 ml of ethanol at 80° C. To the solution are added dropwise 0.83 g (12.0 mmol) of hydroxylammonium chloride and 1.2 g (15.0 mmol) of sodium acetate dissolved in 6 ml of water. The reaction mixture is refluxed for 7.5 hours, poured into ice water, and extracted with ether. The organic phase is washed with water and brine, dried over MgSO4, and concentrated, yielding 2.3 g of 2,2,2-trifluoro-1-(3,4-dimethoxyphe... Starting materials: NC1=C2C=CC=NC2=C(C=C1)C(=O)N (5-aminoquinoline-8-carboxamide), C(C)(C)(C)OC(=O)N1C(C[C@H](C1)C1=CC=CC=C1)C(=O)O ((4S)-1-(tert-butoxycarbonyl)-4-phenylpyrrolidine-2-carboxylic acid). Product: C1(=CC=CC=C1)[C@@H]1CC(NC1)C(=O)NC1=C2C=CC=NC2=C(C=C1)C(=O)N (5-((4S)-4-phenylpyrrolidine-2-carboxamido)quinoline-8-carboxamide). Reaction SMILES: [NH2:1][C:2]1[CH:11]=[CH:10][C:9]([C:12]([NH2:14])=[O:13])=[C:8]2[C:3]=1[CH:4]=[CH:5][CH:6]=[N:7]2.C(OC([N:22]1[CH2:26][C@H:25]([C:27]2[CH:32]=[CH:31][CH:30]=[CH:29][CH:28]=2)[CH2:24][CH:23]1[C:33](O)=[O:34])=O)(C)(C)C>>[C:27]1([C@H:25]2[CH2:26][NH:22][CH:23]([C:33]([NH:1][C:2]3[CH:11]=[CH:10][C:9]([C:12]([NH2:14])=[O:13])=[C:8]4[C:3]=3[CH:4]=[CH:5][CH:6]=[N:7]4)=[O:34])[CH2:24]2)[CH:28]=[CH:29][CH:30]=[CH:31][CH:32]=1. Procedure: The title compound was synthesized according to the procedure described for the preparation of Example 27 by using 5-aminoquinoline-8-carboxamide coupled with (4S)-1-(tert-butoxycarbonyl)-4-phenylpyrrolidine-2-carboxylic acid, followed by removal of the protecting group to afford Example 28. LC-MS. (M+H=361, obsd=361).